From a dataset of the Open Reaction Database (ORD), a public repository of structured organic reaction records. describe an organic reaction: reactants, conditions, products, and yield Reactants: CO (methanol), [Si](C)(C)(C(C)(C)C)OC=1C=CC(=C(C(O)C2=CC=C(C(=O)N(CC)CC)C=C2)C1)F (4-(5-(tert-butyldimethylsilyloxy)-2-fluoro-α-hydroxybenzyl)-N,N-diethylbenzamide), S(=O)(Cl)Cl (thionyl chloride), crude product, C[C@@H]1NC[C@H](NC1)C (trans-2,5-dimethylpiperazine). Solvent: ClCCl (dichloromethane). Yields the product C[C@@H]1N(C[C@H](NC1)C)C(C1=C(C=CC(=C1)O[Si](C)(C)C(C)(C)C)F)C1=CC=C(C(=O)N(CC)CC)C=C1 ((±)-4-(α-(trans-2,5-dimethyl-1-piperazinyl)-5-(tert-butyldimethylsilyloxy)-2-fluorobenzyl)-N,N-diethylbenzamide). Isolated yield 20.0%. RXN SMILES: [Si:1]([O:8][C:9]1[CH:10]=[CH:11][C:12]([F:30])=[C:13]([CH:29]=1)[CH:14]([C:16]1[CH:28]=[CH:27][C:19]([C:20]([N:22]([CH2:25][CH3:26])[CH2:23][CH3:24])=[O:21])=[CH:18][CH:17]=1)O)([C:4]([CH3:7])([CH3:6])[CH3:5])([CH3:3])[CH3:2].S(Cl)(Cl)=O.[CH3:35][C@H:36]1[CH2:41][NH:40][C@H:39]([CH3:42])[CH2:38][NH:37]1.CO>ClCCl>[CH3:35][C@H:36]1[CH2:41][NH:40][C@H:39]([CH3:42])[CH2:38][N:37]1[CH:14]([C:16]1[CH:28]=[CH:27][C:19]([C:20]([N:22]([CH2:25][CH3:26])[CH2:23][CH3:24])=[O:21])=[CH:18][CH:17]=1)[C:13]1[CH:29]=[C:9]([O:8][Si:1]([C:4]([CH3:7])([CH3:6])[CH3:5])([CH3:3])[CH3:2])[CH:10]=[CH:11][C:12]=1[F:30]. Reported procedure: The benzhydrol from above (1.77 g, 4.1 mmol) was treated with thionyl chloride (0.45 mL, 6.2 mmol) by the method in Example 1. The crude product (approximately 4.1 mmol) was treated with trans-2,5-dimethylpiperazine (1.64 9, 14.3 mmol) as in Example 1. Chromatography on silica gel with 1-7% methanol in dichloromethane gave 0.44 g (20% from benzhydryl chloride) of (±)-4-(α-(trans-2,5-dimethyl-1-piperazinyl)-5-(tert-butyldimethylsilyloxy)-2-fluorobenzyl)-N,N-diethylbenzamide as a yellow oil. Starting materials: BrCC=Cc1ccc2ccccc2c1, COC(=O)C(=O)c1ccc(O)cc1, CN(C)C=O, [H-], [Na+]. Product: COC(=O)C(=O)c1ccc(OCC=Cc2ccc3ccccc3c2)cc1. As a reaction SMILES: [Br:16][CH2:17][CH:18]=[CH:19][c:20]1[cH:21][c:22]2[cH:23][cH:24][cH:25][cH:26][c:27]2[cH:28][cH:29]1.[CH3:1][O:2][C:3]([C:4]([c:5]1[cH:6][cH:7][c:8]([OH:11])[cH:9][cH:10]1)=[O:12])=[O:13].[CH3:30][N:31]([CH3:32])[CH:33]=[O:34].[H-:14].[Na+:15]>>[CH3:1][O:2][C:3]([C:4]([c:5]1[cH:6][cH:7][c:8]([O:11][CH2:17][CH:18]=[CH:19][c:20]2[cH:21][c:22]3[cH:23][cH:24][cH:25][cH:26][c:27]3[cH:28][cH:29]2)[cH:9][cH:10]1)=[O:12])=[O:13]. Reactants: CCN(CC)C(=O)c1ccccc1, C1CCCCC1, CN(C)CCN(C)C, CN(C)c1ccc(C=O)cc1, [Li]C(C)CC, C1CCOC1. Yields the product CN(C)c1ccc(C2OC(=O)c3ccccc32)cc1. Reaction SMILES: [CH2:14]([N:15]([CH2:16][CH3:25])[C:17]([c:18]1[cH:19][cH:20][cH:21][cH:22][cH:23]1)=[O:24])[CH3:26].[CH2:43]1[CH2:44][CH2:45][CH2:46][CH2:47][CH2:48]1.[CH3:1][N:2]([CH3:3])[CH2:4][CH2:5][N:6]([CH3:7])[CH3:8].[CH3:27][N:28]([c:29]1[cH:30][cH:31][c:32]([CH:33]=[O:34])[cH:35][cH:36]1)[CH3:37].[CH:9]([Li:10])([CH2:11][CH3:12])[CH3:13].[O:38]1[CH2:39][CH2:40][CH2:41][CH2:42]1>>[C:17]1(=[O:24])[c:18]2[cH:19][cH:20][cH:21][cH:22][c:23]2[CH:33]([c:32]2[cH:31][cH:30][c:29]([N:28]([CH3:27])[CH3:37])[cH:36][cH:35]2)[O:34]1. Reactants: [Br-], C[Mg+], C[Si](C)(C)CCOCn1cc2cc(Cl)cc(C=O)c2n1, C1CCOC1. Yields the product CC(O)c1cc(Cl)cc2cn(COCC[Si](C)(C)C)nc12. As a reaction SMILES: [Br-:21].[CH3:22][Mg+:23].[Cl:1][c:2]1[cH:3][c:4]2[cH:5][n:6]([CH2:13][O:14][CH2:15][CH2:16][Si:17]([CH3:18])([CH3:19])[CH3:20])[n:7][c:8]2[c:9]([CH:11]=[O:12])[cH:10]1.[O:24]1[CH2:25][CH2:26][CH2:27][CH2:28]1>>[Cl:1][c:2]1[cH:3][c:4]2[cH:5][n:6]([CH2:13][O:14][CH2:15][CH2:16][Si:17]([CH3:18])([CH3:19])[CH3:20])[n:7][c:8]2[c:9]([CH:11]([OH:12])[CH3:22])[cH:10]1. The reactants are [OH-].[Na+] (NaOH), C(#N)C1=CC=C(C=C1)C=1N=C(NC1)C(C(=O)OC)CC1=CC=CC=C1 (Methyl 2-(4-(4-cyanophenyl)-1H-imidazol-2-yl)-3-phenylpropanoate), Cl (HCl). Solvent: CCO (EtOH). Reaction conditions: time 1.5 hour. The product is C(#N)C1=CC=C(C=C1)C=1N=C(NC1)C(C(=O)O)CC1=CC=CC=C1 (2-(4-(4-Cyanophenyl)-1H-imidazol-2-yl)-3-phenylpropanoic acid). Yield: 63.0%. RXN SMILES: [C:1]([C:3]1[CH:8]=[CH:7][C:6]([C:9]2[N:10]=[C:11]([CH:14]([CH2:19][C:20]3[CH:25]=[CH:24][CH:23]=[CH:22][CH:21]=3)[C:15]([O:17]C)=[O:16])[NH:12][CH:13]=2)=[CH:5][CH:4]=1)#[N:2].[OH-].[Na+].Cl>CCO>[C:1]([C:3]1[CH:4]=[CH:5][C:6]([C:9]2[N:10]=[C:11]([CH:14]([CH2:19][C:20]3[CH:25]=[CH:24][CH:23]=[CH:22][CH:21]=3)[C:15]([OH:17])=[O:16])[NH:12][CH:13]=2)=[CH:7][CH:8]=1)#[N:2] |f:1.2|. Procedure: Methyl 2-(4-(4-cyanophenyl)-1H-imidazol-2-yl)-3-phenylpropanoate from Example 56 Part A (60 mg, 0.20 mmol) was dissolved in 4 mL of EtOH. NaOH (1.5 mL of 1N aqueous solution) was added and the mixture was stirred RT for 1.5 h. The mixture was acidified with 1N HCl to pH 5. The precipitate formed was filtered and dried to give 40 mg of the acid (63%). MS 318.3 (M+H)+. Starting materials: CC(C)O, O=[N+]([O-])c1ccc2c(Cl)ncnc2c1, Cl, COC(=O)Oc1cc(N)c(F)cc1C. Yields the product Cl, COC(=O)Oc1cc(Nc2ncnc3cc([N+](=O)[O-])ccc23)c(F)cc1C. Reaction SMILES: [CH:30]([OH:31])([CH3:32])[CH3:33].[Cl:2][c:3]1[n:4][cH:5][n:6][c:7]2[cH:8][c:9]([N+:13](=[O:14])[O-:15])[cH:10][cH:11][c:12]12.[ClH:1].[F:16][c:17]1[c:18]([NH2:19])[cH:20][c:21]([O:25][C:26](=[O:27])[O:28][CH3:29])[c:22]([CH3:24])[cH:23]1>>[ClH:2].[c:3]1([NH:19][c:18]2[c:17]([F:16])[cH:23][c:22]([CH3:24])[c:21]([O:25][C:26](=[O:27])[O:28][CH3:29])[cH:20]2)[n:4][cH:5][n:6][c:7]2[cH:8][c:9]([N+:13](=[O:14])[O-:15])[cH:10][cH:11][c:12]12. The reactants are CC(=O)O, CCCCc1ccc(C#Cc2ccc(C=O)cc2)cc1, COC(=O)COc1ccc(CN)cc1. Yields the product CCCCc1ccc(C#Cc2ccc(CNCc3ccc(OCC(=O)OC)cc3)cc2)cc1. RXN SMILES: [C:1]([OH:2])(=[O:3])[CH3:4].[CH2:19]([CH2:20][CH2:21][CH3:22])[c:23]1[cH:24][cH:25][c:26]([C:29]#[C:30][c:31]2[cH:32][cH:33][c:34]([CH:35]=[O:36])[cH:37][cH:38]2)[cH:27][cH:28]1.[NH2:5][CH2:6][c:7]1[cH:8][cH:9][c:10]([O:11][CH2:12][C:13](=[O:14])[O:15][CH3:16])[cH:17][cH:18]1>>[NH:5]([CH2:6][c:7]1[cH:8][cH:9][c:10]([O:11][CH2:12][C:13](=[O:14])[O:15][CH3:16])[cH:17][cH:18]1)[CH2:35][c:34]1[cH:33][cH:32][c:31]([C:30]#[C:29][c:26]2[cH:25][cH:24][c:23]([CH2:19][CH2:20][CH2:21][CH3:22])[cH:28][cH:27]2)[cH:38][cH:37]1. The reactants are [Cl-].[Mg+2].[Cl-] (magnesium chloride), C(C(C)C)C1=CC=C(C=C1)C1(CO1)C (2-(4-isobutylphenyl)-1,2-epoxypropane), C1(=CC=CC=C1)SC (thioanisole). The solvent is ClCCl (dichloromethane). Conditions: time 10 hour. The product is C(C(C)C)C1=CC=C(C=C1)C(C=O)C (2-(4-isobutylphenyl)propionaldehyde). The yield is 98.3%. RXN SMILES: [CH2:1]([C:5]1[CH:10]=[CH:9][C:8]([C:11]2([CH3:14])[O:13][CH2:12]2)=[CH:7][CH:6]=1)[CH:2]([CH3:4])[CH3:3].[Cl-].[Mg+2].[Cl-].C1(SC)C=CC=CC=1>ClCCl>[CH2:1]([C:5]1[CH:6]=[CH:7][C:8]([CH:11]([CH3:14])[CH:12]=[O:13])=[CH:9][CH:10]=1)[CH:2]([CH3:4])[CH3:3] |f:1.2.3|. Procedure: To a solution of 38.0 g (0.2 mole) of 2-(4-isobutylphenyl)-1,2-epoxypropane in 130 ml of dichloromethane was added 3.43 g (0.036 mole) of anhydrous powdered (100 mesh, Tyler) magnesium chloride and 5.0 g (0.04 mole) of thioanisole and the mixture was stirred for 10 hours at room temperature. The reaction mixture was washed with dilute hydrochloric acid and then with aqueous sodium chloride several times until neutral, and subjected to distillation under atmospheric pressure to remove dichloromet... The reactants are C([O-])([O-])=O.[K+].[K+] (potassium carbonate), S(C)(=O)(=O)O.[Si](C)(C)(C(C)(C)C)OC1CN(C1)C[C@@H](C(=O)NC1=NC=C(N=C1)C)OC1=C2C(=NC=N1)N(N=C2)C2=C(C=CC=C2Cl)Cl ((S)-3-(3-(tert-butyldimethylsilyloxy)azetidin-1-yl)-2-(1-(2,6-dichlorophenyl)-1H-pyrazolo[3,4-d]pyrimidin-4-yloxy)-N-(5-methylpyrazin-2-yl)propanamide mesylate), C1CCOC1 (THF), CS(=O)(=O)O (methanesulfonic acid). Run in COC(C)(C)C (tert-Butyl methyl ether), O (water), O (water). Reaction conditions: time 19 hour. Yields the product ClC1=C(C(=CC=C1)Cl)N1N=CC=2C(=NC=NC21)O[C@H](C(=O)NC2=NC=C(N=C2)C)CN2CC(C2)O ((2S)-2-[1-(2,6-dichlorophenyl)pyrazolo[4,5-e]pyrimidin-4-yl]oxy-3-(3-hydroxyazetidin-1-yl)-N-(5-methylpyrazin-2-yl)propanamide). Reaction SMILES: S(O)(=O)(=O)C.[Si]([O:13][CH:14]1[CH2:17][N:16]([CH2:18][C@H:19]([O:30][C:31]2[N:36]=[CH:35][N:34]=[C:33]3[N:37]([C:40]4[C:45]([Cl:46])=[CH:44][CH:43]=[CH:42][C:41]=4[Cl:47])[N:38]=[CH:39][C:32]=23)[C:20]([NH:22][C:23]2[CH:28]=[N:27][C:26]([CH3:29])=[CH:25][N:24]=2)=[O:21])[CH2:15]1)(C(C)(C)C)(C)C.C1COCC1.CS(O)(=O)=O.C(=O)([O-])[O-].[K+].[K+]>O.COC(C)(C)C>[Cl:46][C:45]1[CH:44]=[CH:43][CH:42]=[C:41]([Cl:47])[C:40]=1[N:37]1[C:33]2[N:34]=[CH:35][N:36]=[C:31]([O:30][C@@H:19]([CH2:18][N:16]3[CH2:17][CH:14]([OH:13])[CH2:15]3)[C:20]([NH:22][C:23]3[CH:28]=[N:27][C:26]([CH3:29])=[CH:25][N:24]=3)=[O:21])[C:32]=2[CH:39]=[N:38]1 |f:0.1,4.5.6|. Procedure: A mixture of (S)-3-(3-(tert-butyldimethylsilyloxy)azetidin-1-yl)-2-(1-(2,6-dichlorophenyl)-1H-pyrazolo[3,4-d]pyrimidin-4-yloxy)-N-(5-methylpyrazin-2-yl)propanamide mesylate (16.5 g), THF (50.00 mL), water (20.0 mL) and methanesulfonic acid (2.62 g) was stirred for 19 hours at ambient temperature. tert-Butyl methyl ether (40.0 mL) was added followed by the dropwise addition of a solution of potassium carbonate (3.77 g) in water (20.0 mL) over 20 mins with stirring. The aqueous phase was removed a...